describe an organic reaction: reactants, conditions, products, and yield From a dataset of the Open Reaction Database (ORD), a public repository of structured organic reaction records. The reactants are [Br-].O=C(CC1C(CCC2=CC=CC=C12)=[N+](C)C)C1=CC=CC=C1 (N-[3,4-dihydro-1-(2-oxo-2-phenylethyl)-2(1H)-naphthalenylidene]-N-methylmethanaminium bromide), Br.C(C(=O)C1=CC=CC=C1)C1=C(CCC2=CC=CC=C12)N(C)C (1-phenacyl-2-dimethylamino-3,4-dihydronaphthalene hydrobromide), NC1=CC=C(C(C(=O)O)=C1)O (5-aminosalicylic acid). Run in C(C)(=O)O (acetic acid). Reaction conditions: temperature 75 celsius, time 4.5 hour. Product: C(=O)(O)C=1C=C(C=CC1O)N1C(=CC=2C3=C(CCC12)C=CC=C3)C3=CC=CC=C3 (3-(3-carboxy-4-hydroxyphenyl)-4,5-dihydro-2-phenylbenz[e]indole). As a reaction SMILES: [Br-].O=[C:3]([C:18]1[CH:23]=[CH:22][CH:21]=[CH:20][CH:19]=1)[CH2:4][CH:5]1[C:14]2[C:9](=[CH:10][CH:11]=[CH:12][CH:13]=2)[CH2:8][CH2:7][C:6]1=[N+](C)C.Br.C(C1C2C(=CC=CC=2)CCC=1N(C)C)C(C1C=CC=CC=1)=O.[NH2:47][C:48]1[CH:56]=[C:52]([C:53]([OH:55])=[O:54])[C:51]([OH:57])=[CH:50][CH:49]=1>C(O)(=O)C>[C:53]([C:52]1[CH:56]=[C:48]([N:47]2[C:6]3[CH2:7][CH2:8][C:9]4[CH:10]=[CH:11][CH:12]=[CH:13][C:14]=4[C:5]=3[CH:4]=[C:3]2[C:18]2[CH:23]=[CH:22][CH:21]=[CH:20][CH:19]=2)[CH:49]=[CH:50][C:51]=1[OH:57])([OH:55])=[O:54] |f:0.1,2.3|. Procedure: A mixture of 10.0 g of tautomeric N-[3,4-dihydro-1-(2-oxo-2-phenylethyl)-2(1H)-naphthalenylidene]-N-methylmethanaminium bromide in equilibrium with 1-phenacyl-2-dimethylamino-3,4-dihydronaphthalene hydrobromide and 4.1 g of 5-aminosalicylic acid in 50 ml of acetic acid is vigorously stirred at 75° C. for 4.5 hours. The reaction mixture is then cooled to 20° C., filtered and the precipitate collected, washed successively with one 20 ml portion of acetic acid and five 20 ml portions of hexane and ...